From a dataset of the Open Reaction Database (ORD), a public repository of structured organic reaction records. describe an organic reaction: reactants, conditions, products, and yield The reactants are [Br-], COc1c(-c2ccc(SC)c(F)c2)cnn(Cc2ccccc2)c1=O, CC(C)CC[Mg+]. Product: CSc1ccc(-c2cnn(Cc3ccccc3)c(=O)c2CCC(C)C)cc1F. RXN SMILES: [Br-:26].[CH2:1]([c:2]1[cH:3][cH:4][cH:5][cH:6][cH:7]1)[n:8]1[n:9][cH:10][c:11](-[c:17]2[cH:18][c:19]([F:25])[c:20]([S:23][CH3:24])[cH:21][cH:22]2)[c:12]([O:15][CH3:16])[c:13]1=[O:14].[CH3:27][CH:28]([CH2:29][CH2:30][Mg+:31])[CH3:32]>>[CH2:1]([c:2]1[cH:3][cH:4][cH:5][cH:6][cH:7]1)[n:8]1[n:9][cH:10][c:11](-[c:17]2[cH:18][c:19]([F:25])[c:20]([S:23][CH3:24])[cH:21][cH:22]2)[c:12]([CH2:30][CH2:29][CH:28]([CH3:27])[CH3:32])[c:13]1=[O:14]. The reactants are Cc1nc(C#Cc2cccc(C(F)(F)F)c2)c[nH]1, Cc1ccc(F)nc1. Product: Cc1ccc(-n2cc(C#Cc3cccc(C(F)(F)F)c3)nc2C)nc1. As a reaction SMILES: [CH3:1][c:2]1[nH:3][cH:4][c:5]([C:7]#[C:8][c:9]2[cH:10][c:11]([C:15]([F:16])([F:17])[F:18])[cH:12][cH:13][cH:14]2)[n:6]1.[F:19][c:20]1[n:21][cH:22][c:23]([CH3:26])[cH:24][cH:25]1>>[CH3:1][c:2]1[n:3](-[c:20]2[n:21][cH:22][c:23]([CH3:26])[cH:24][cH:25]2)[cH:4][c:5]([C:7]#[C:8][c:9]2[cH:10][c:11]([C:15]([F:16])([F:17])[F:18])[cH:12][cH:13][cH:14]2)[n:6]1. The reactants are ClC=1C(C(=C(C(C1Cl)=O)C#N)C#N)=O (2,3-dichloro-5,6-dicyano-1,4-benzoquinone), C=C1C2C=3CC4=CC=CC(=C4CC3C(C1=C)O2)OC (1,2,3,4,9,10-hexahydro-2,3-dimethylene-1,4-epoxy-5-methoxyanthracene). Solvent: C1=CC=CC=C1 (benzene). Run at time 1 hour. Product: C=C1C2C3=CC4=CC=CC(=C4C=C3C(C1=C)O2)OC (1,2,3,4-tetrahydro-2,3-dimethylene-1,4-epoxy-5-methoxyanthracene). Isolated yield 70.4%. As a reaction SMILES: ClC1C(=O)C(C#N)=C(C#N)C(=O)C=1Cl.[CH2:15]=[C:16]1[C:29](=[CH2:30])[CH:28]2[O:31][CH:17]1[C:18]1[CH2:19][C:20]3[C:25]([CH2:26][C:27]=12)=[C:24]([O:32][CH3:33])[CH:23]=[CH:22][CH:21]=3>C1C=CC=CC=1>[CH2:15]=[C:16]1[C:29](=[CH2:30])[CH:28]2[O:31][CH:17]1[C:18]1[C:27]2=[CH:26][C:25]2[C:20](=[CH:21][CH:22]=[CH:23][C:24]=2[O:32][CH3:33])[CH:19]=1. Reported procedure: 1.24 g of 2,3-dichloro-5,6-dicyano-1,4-benzoquinone were added at room temperature under a nitrogen atmosphere to a solution of 1.56 g of crude 1,2,3,4,9,10-hexahydro-2,3-dimethylene-1,4-epoxy-5-methoxyanthracene in 50 ml of benzene. After 1 hour, the suspension was filtered and the filtrate was washed with benzene. The organic solution was washed with two 75 ml portions of sodium hydrogen sulphite solution and two 75 ml portions of water. The aqueous phase was extracted with 50 ml of benzene an... The reactants are CC(C)(C)[Si](C)(C)Oc1cccc2ccc(-c3nnc4ccc(C5CC5)cn34)nc12, CCCC[N+](CCCC)(CCCC)CCCC, C1CCOC1, [Cl-], [F-], [NH4+], O, O. Yields the product Oc1cccc2ccc(-c3nnc4ccc(C5CC5)cn34)nc12. RXN SMILES: [C:1]([Si:2]([CH3:3])([CH3:4])[O:6][c:7]1[cH:8][cH:9][cH:10][c:11]2[cH:12][cH:13][c:14](-[c:17]3[n:18][n:19][c:20]4[n:21]3[cH:22][c:23]([CH:26]3[CH2:27][CH2:28]3)[cH:24][cH:25]4)[n:15][c:16]12)([CH3:5])([CH3:29])[CH3:30].[CH2:32]([N+:33]([CH2:34][CH2:35][CH2:36][CH3:37])([CH2:38][CH2:39][CH2:40][CH3:41])[CH2:42][CH2:43][CH2:44][CH3:45])[CH2:46][CH2:47][CH3:48].[CH2:50]1[O:51][CH2:52][CH2:53][CH2:54]1.[Cl-:55].[F-:31].[NH4+:56].[OH2:49].[OH2:57]>>[OH:6][c:7]1[cH:8][cH:9][cH:10][c:11]2[cH:12][cH:13][c:14](-[c:17]3[n:18][n:19][c:20]4[n:21]3[cH:22][c:23]([CH:26]3[CH2:27][CH2:28]3)[cH:24][cH:25]4)[n:15][c:16]12. Reactants: CC(C)(C)C(=O)Cl, COc1ccc(C(Oc2ccc3c(cnn3-c3ccc(F)cc3)c2)C(C)N)cc1. Product: COc1ccc(C(Oc2ccc3c(cnn3-c3ccc(F)cc3)c2)C(C)NC(=O)C(C)(C)C)cc1. RXN SMILES: [C:30]([C:31]([CH3:32])([CH3:33])[CH3:34])(=[O:35])[Cl:36].[F:1][c:2]1[cH:3][cH:4][c:5](-[n:8]2[n:9][cH:10][c:11]3[cH:12][c:13]([O:17][CH:18]([CH:19]([CH3:20])[NH2:21])[c:22]4[cH:23][cH:24][c:25]([O:28][CH3:29])[cH:26][cH:27]4)[cH:14][cH:15][c:16]23)[cH:6][cH:7]1>>[F:1][c:2]1[cH:3][cH:4][c:5](-[n:8]2[n:9][cH:10][c:11]3[cH:12][c:13]([O:17][CH:18]([CH:19]([CH3:20])[NH:21][C:30]([C:31]([CH3:32])([CH3:33])[CH3:34])=[O:35])[c:22]4[cH:23][cH:24][c:25]([O:28][CH3:29])[cH:26][cH:27]4)[cH:14][cH:15][c:16]23)[cH:6][cH:7]1. The reactants are OC(C(=O)OCC)(C)C (ethyl 2-hydroxyisobutyrate), CS(=O)(=O)C1=NC=C(C=C1)S(=O)(=O)C (2,5-bis(methylsulfonyl)pyridine), [H-].[Na+] (sodium hydride). Solvent: CN(C)C=O (DMF). Run at temperature 80 celsius. Product: title compound, C(C)OC1=NC=C(C=C1)S(=O)(=O)C (2-ethoxy-5-methylsulfonylpyridine). As a reaction SMILES: O[C:2]([CH3:9])(C)[C:3]([O:5][CH2:6][CH3:7])=O.CS(C1C=C[C:17]([S:20]([CH3:23])(=[O:22])=[O:21])=[CH:16][N:15]=1)(=O)=O.[H-].[Na+]>CN(C=O)C>[CH2:6]([O:5][C:3]1[CH:2]=[CH:9][C:17]([S:20]([CH3:23])(=[O:22])=[O:21])=[CH:16][N:15]=1)[CH3:7] |f:2.3|. Procedure details: A mixture of ethyl 2-hydroxyisobutyrate (0.41 mL, 3.0 mmol), 2,5-bis(methylsulfonyl)pyridine (J. Heterocycl. Chem. 1985, 22, 1583) (0.70 g, 3.0 mmol) and sodium hydride (60% dispersion in mineral oil, 0.14 g, 3.6 mmol) in 30 mL of anhydrous DMF was heated at 80° C. overnight. The reaction mixture was cooled to room temperature, and was partitioned between saturated aqueous ammonium chloride (200 mL) and ether (200 mL). The organic layer was separated and was washed with water and brine, dried ov...